Dataset: the Open Reaction Database (ORD), a public repository of structured organic reaction records. Task: describe an organic reaction: reactants, conditions, products, and yield Starting materials: C(C)OC(CCC=1N=C(SC1)NC(=O)NC1=C(C=C(C=C1)C)C(=O)C1CCCC1)=O (3-{2-[3-(2-Cyclopentanecarbonyl-4-methyl-phenyl)-ureido]-thiazol-4-yl}-propionic acid ethyl ester), [Li+].[OH-] (LiOH). Yields the product C1(CCCC1)C(=O)C1=C(C=CC(=C1)C)NC(NC=1SC=C(N1)CCC(=O)O)=O (3-{2-[3-(2-Cyclopentanecarbonyl-4-methyl-phenyl)-ureido]-thiazol-4-yl}-propionic acid). Yield: 93.4%. Reaction SMILES: C([O:3][C:4](=[O:30])[CH2:5][CH2:6][C:7]1[N:8]=[C:9]([NH:12][C:13]([NH:15][C:16]2[CH:21]=[CH:20][C:19]([CH3:22])=[CH:18][C:17]=2[C:23]([CH:25]2[CH2:29][CH2:28][CH2:27][CH2:26]2)=[O:24])=[O:14])[S:10][CH:11]=1)C.[Li+].[OH-]>>[CH:25]1([C:23]([C:17]2[CH:18]=[C:19]([CH3:22])[CH:20]=[CH:21][C:16]=2[NH:15][C:13](=[O:14])[NH:12][C:9]2[S:10][CH:11]=[C:7]([CH2:6][CH2:5][C:4]([OH:30])=[O:3])[N:8]=2)=[O:24])[CH2:29][CH2:28][CH2:27][CH2:26]1 |f:1.2|. Procedure details: 3-{2-[3-(2-Cyclopentanecarbonyl-4-methyl-phenyl)-ureido]-thiazol-4-yl}-propionic acid (15 mg, 88%) was prepared from 3-{2-[3-(2-Cyclopentanecarbonyl-4-methyl-phenyl)-ureido]-thiazol-4-yl}-propionic acid ethyl ester (0.03 g, 0.04 mmol) and 2.5M LiOH (20 ΞL) following the general procedure J.